This data is from the Open Reaction Database (ORD), a public repository of structured organic reaction records. The task is: describe an organic reaction: reactants, conditions, products, and yield Reactants: N1(CCNCC1)C1=CC(NC=N1)=O (6-piperazin-1-yl-3H-pyrimidin-4-one), N1(CCNCC1)C1=CC(NC=N1)=O (6-piperazin-1-yl-3H-pyrimidin-4-one), ClC1=C(C=O)C(=CC=C1)Cl (2,6-dichlorobenzaldehyde). Product: ClC1=C(CN2CCN(CC2)C2=CC(NC=N2)=O)C(=CC=C1)Cl (6-[4-(2,6-Dichloro-benzyl)-piperazin-1-yl]-3H-pyrimidin-4-one). As a reaction SMILES: [N:1]1([C:7]2[N:12]=[CH:11][NH:10][C:9](=[O:13])[CH:8]=2)[CH2:6][CH2:5][NH:4][CH2:3][CH2:2]1.[Cl:14][C:15]1[CH:22]=[CH:21][CH:20]=[C:19]([Cl:23])[C:16]=1[CH:17]=O>>[Cl:14][C:15]1[CH:22]=[CH:21][CH:20]=[C:19]([Cl:23])[C:16]=1[CH2:17][N:4]1[CH2:5][CH2:6][N:1]([C:7]2[N:12]=[CH:11][NH:10][C:9](=[O:13])[CH:8]=2)[CH2:2][CH2:3]1. Procedure details: 6-[4-(2,6-Dichloro-benzyl)-piperazin-1-yl]-3H-pyrimidin-4-one was prepared using Procedure A from 6-piperazin-1-yl-3H-pyrimidin-4-one (Intermediate 4) and 2,6-dichlorobenzaldehyde (available from Fluka). Mass spectrum (ES) MH+=339. The reactants are Cc1nc(C)c(C(=O)O)s1, CCN=C=NCCCN(C)C, Cl, Nc1cccc(CCO)c1, CN(C)C=O, On1nnc2ccccc21. The product is Cc1nc(C)c(C(=O)Nc2cccc(CCO)c2)s1. Reaction SMILES: [CH3:11][c:12]1[s:13][c:14]([C:18](=[O:19])[OH:20])[c:15]([CH3:17])[n:16]1.[CH3:22][N:23]([CH3:24])[CH2:25][CH2:26][CH2:27][N:28]=[C:29]=[N:30][CH2:31][CH3:32].[ClH:21].[NH2:1][c:2]1[cH:3][c:4]([CH2:8][CH2:9][OH:10])[cH:5][cH:6][cH:7]1.[O:43]=[CH:44][N:45]([CH3:46])[CH3:47].[OH:33][n:34]1[c:35]2[cH:36][cH:37][cH:38][cH:39][c:40]2[n:41][n:42]1>>[NH:1]([c:2]1[cH:3][c:4]([CH2:8][CH2:9][OH:10])[cH:5][cH:6][cH:7]1)[C:18]([c:14]1[s:13][c:12]([CH3:11])[n:16][c:15]1[CH3:17])=[O:19].